Dataset: the Open Reaction Database (ORD), a public repository of structured organic reaction records. Task: describe an organic reaction: reactants, conditions, products, and yield Starting materials: Cc1ncncc1Br, Br, O=C1NC(=O)c2ccccc21, CC(=O)O, CCOC(C)=O, [K], [Na+], [OH-], O. Product: O=C1c2ccccc2C(=O)N1Cc1ncncc1Br. RXN SMILES: [Br:1][c:2]1[c:3]([CH3:8])[n:4][cH:5][n:6][cH:7]1.[Br:9].[C:12]1(=[O:22])[c:13]2[c:14]([cH:18][cH:19][cH:20][cH:21]2)[C:15](=[O:17])[NH:16]1.[CH3:24][C:25](=[O:26])[OH:27].[CH3:28][CH2:29][O:30][C:31](=[O:32])[CH3:33].[K:23].[Na+:11].[OH-:10].[OH2:34]>>[Br:1][c:2]1[c:3]([CH2:8][N:16]2[C:12](=[O:22])[c:13]3[c:14]([cH:18][cH:19][cH:20][cH:21]3)[C:15]2=[O:17])[n:4][cH:5][n:6][cH:7]1. Starting materials: FC(CNC=1C(N(C(=CN1)C)CC(=O)O)=O)(C1=NC=CC=C1)F ([3-(2,2-difluoro-2-pyridin-2-ylethylamino)-6-methyl-2-oxo-2H-pyrazin-1-yl]-acetic acid), FC(CN)(C1=CC=NC=C1)F (2,2-difluoro-2-(4-pyridyl)ethyl amine). The product is FC(CNC(CN1C(C(=NC=C1C)NCC(C1=NC=CC=C1)(F)F)=O)=O)(C1=CC=NC=C1)F (N-(2,2-Difluoro-2-pyridin-4-yl-ethyl)-2-[3-(2,2-difluoro-2-pyridin-2-yl-ethylamino)-6-methyl-2-oxo-2H-pyrazin-1-yl]-acetamide). Reaction SMILES: [F:1][C:2]([F:23])([C:17]1[CH:22]=[CH:21][CH:20]=[CH:19][N:18]=1)[CH2:3][NH:4][C:5]1[C:6](=[O:16])[N:7]([CH2:12][C:13]([OH:15])=O)[C:8]([CH3:11])=[CH:9][N:10]=1.[F:24][C:25]([F:34])([C:28]1[CH:33]=[CH:32][N:31]=[CH:30][CH:29]=1)[CH2:26][NH2:27]>>[F:34][C:25]([F:24])([C:28]1[CH:33]=[CH:32][N:31]=[CH:30][CH:29]=1)[CH2:26][NH:27][C:13](=[O:15])[CH2:12][N:7]1[C:8]([CH3:11])=[CH:9][N:10]=[C:5]([NH:4][CH2:3][C:2]([F:1])([F:23])[C:17]2[CH:22]=[CH:21][CH:20]=[CH:19][N:18]=2)[C:6]1=[O:16]. Procedure details: 7-1 was prepared from [3-(2,2-difluoro-2-pyridin-2-ylethylamino)-6-methyl-2-oxo-2H-pyrazin-1-yl]-acetic acid and 2,2-difluoro-2-(4-pyridyl)ethyl amine essentially according to the procedure of Example 1, Step K. Mass Spectrum: Found: (M+1) 465.2. Run in CO (methanol), C(C)(=O)OCC (ethyl acetate). Starting materials: BrC1=NSC=2C1=NC=CC2 (3-Bromoisothiazolo[4,5-b]pyridine), NCCCN (1,3-diaminopropane). RXN SMILES: Br[C:2]1[C:6]2=[N:7][CH:8]=[CH:9][CH:10]=[C:5]2[S:4][N:3]=1.[NH2:11][CH2:12][CH2:13][CH2:14][NH2:15]>CO.C(OCC)(=O)C>[S:4]1[C:5]2[C:6](=[N:7][CH:8]=[CH:9][CH:10]=2)[C:2]([NH:11][CH2:12][CH2:13][CH2:14][NH2:15])=[N:3]1. The product is S1N=C(C2=NC=CC=C21)NCCCN (N1-(isothiazolo[4,5-b]pyridin-3-yl)propane-1,3-diamine). Procedure: 3-Bromoisothiazolo[4,5-b]pyridine (1.90 g, 8.8 mmol) and 1,3-diaminopropane (6.70 g, 90 mmol) in methanol (15 ml) was heated at 64° C. for 1.5 hours. The reaction mixture was cooled to room temperature and concentrated under reduced pressure. The crude reaction mixture was diluted with ethyl acetate and washed successively with saturated aqueous sodium bicarbonate solution and brine. The organic solution was dried over anhydrous sodium sulfate, filtered and concentrated under reduced pressure. L... Reactants: CN(C)C(=O)CCl, Cl, CC(C)n1ncnc1-c1cn2c(n1)-c1ccc(C3CNC3)cc1OCC2. Yields the product CC(C)n1ncnc1-c1cn2c(n1)-c1ccc(C3CN(CC(=O)N(C)C)C3)cc1OCC2. RXN SMILES: [Cl:28][CH2:29][C:30](=[O:31])[N:32]([CH3:33])[CH3:34].[ClH:1].[NH:2]1[CH2:3][CH:4]([c:6]2[cH:7][c:8]3[c:9]([cH:26][cH:27]2)-[c:10]2[n:11][c:12](-[c:18]4[n:19]([CH:23]([CH3:24])[CH3:25])[n:20][cH:21][n:22]4)[cH:13][n:14]2[CH2:15][CH2:16][O:17]3)[CH2:5]1>>[N:2]1([CH2:29][C:30](=[O:31])[N:32]([CH3:33])[CH3:34])[CH2:3][CH:4]([c:6]2[cH:7][c:8]3[c:9]([cH:26][cH:27]2)-[c:10]2[n:11][c:12](-[c:18]4[n:19]([CH:23]([CH3:24])[CH3:25])[n:20][cH:21][n:22]4)[cH:13][n:14]2[CH2:15][CH2:16][O:17]3)[CH2:5]1. The reactants are C(C=C)C1(C2=C(CCC3=C1C=CC=C3)C=CC=C2)CCN2C(CCC2)C(=O)OC(C)(C)C (1,1-dimethylethyl 1-[2-[10,11-dihydro-5-(2-propenyl)-5H-dibenzo[a,d]cyclohepten-5-yl]ethyl]-2-pyrrolidinecarboxylate), Cl (HCl). Run in C1CCOC1 (THF), O1CCOCC1 (dioxane). The product is C(C=C)C1(C2=C(CCC3=C1C=CC=C3)C=CC=C2)CCN2C(CCC2)C(=O)O (1-[2-[10,11-dihydro-5-(2propenyl)-5H-dibenzo[a,d]cyclohepten-5-yl]ethyl]-2-pyrrolidinecarboxylic acid). Yield: 38.3%. As a reaction SMILES: [CH2:1]([C:4]1([CH2:19][CH2:20][N:21]2[CH2:25][CH2:24][CH2:23][CH:22]2[C:26]([O:28]C(C)(C)C)=[O:27])[C:10]2[CH:11]=[CH:12][CH:13]=[CH:14][C:9]=2[CH2:8][CH2:7][C:6]2[CH:15]=[CH:16][CH:17]=[CH:18][C:5]1=2)[CH:2]=[CH2:3].Cl>C1COCC1.O1CCOCC1>[CH2:1]([C:4]1([CH2:19][CH2:20][N:21]2[CH2:25][CH2:24][CH2:23][CH:22]2[C:26]([OH:28])=[O:27])[C:5]2[CH:18]=[CH:17][CH:16]=[CH:15][C:6]=2[CH2:7][CH2:8][C:9]2[CH:14]=[CH:13][CH:12]=[CH:11][C:10]1=2)[CH:2]=[CH2:3]. Procedure: Dissolved 1,1-dimethylethyl 1-[2-[10,11-dihydro-5-(2-propenyl)-5H-dibenzo[a,d]cyclohepten-5-yl]ethyl]-2-pyrrolidinecarboxylate (2.40 g, 5.56 mmol) in 30 mL of dry THF. Added 25 mL of 4.0M HCl in dioxane, and refluxed for 16 hours on steam bath. Cooled to room temperature, and evaporated. Purified crude product by flash chromatography on silica gel eluting with 5% MeOH-CH2Cl2. Combined appropriate fractions and evaporated to give 0.80 g (40% yield) of 1-[2-[10,11-dihydro-5-(2propenyl)-5H-dibenzo[... Reactants: NC1=NC=C(C(=N1)N)CC1=CC(=C(C(=C1)OCC)C(CS(=O)(=O)C)=O)OCC (4'-[(2,4-diamino-5-pyrimidinyl)-methyl]-2',6'-diethoxy-2-(methylsulfonyl)-acetophenone), C(C)O (ethanol), [BH4-].[Na+] (sodium borohydride). Solvent: O (water). Run at time 30 minute. The product is NC1=NC=C(C(=N1)N)CC1=CC(=C(C(CS(=O)(=O)C)O)C(=C1)OCC)OCC (4-[(2,4-diamino-5-pyrimidinyl)-methyl]-2,6-diethoxy-α-[(methylsulfonyl)-methyl]-benzyl alcohol). Reaction SMILES: [NH2:1][C:2]1[N:7]=[C:6]([NH2:8])[C:5]([CH2:9][C:10]2[CH:15]=[C:14]([O:16][CH2:17][CH3:18])[C:13]([C:19](=[O:25])[CH2:20][S:21]([CH3:24])(=[O:23])=[O:22])=[C:12]([O:26][CH2:27][CH3:28])[CH:11]=2)=[CH:4][N:3]=1.C(O)C.[BH4-].[Na+]>O>[NH2:1][C:2]1[N:7]=[C:6]([NH2:8])[C:5]([CH2:9][C:10]2[CH:11]=[C:12]([O:26][CH2:27][CH3:28])[C:13]([CH:19]([OH:25])[CH2:20][S:21]([CH3:24])(=[O:22])=[O:23])=[C:14]([O:16][CH2:17][CH3:18])[CH:15]=2)=[CH:4][N:3]=1 |f:2.3|. Procedure: To a suspension of 1 g. of 4'-[(2,4-diamino-5-pyrimidinyl)-methyl]-2',6'-diethoxy-2-(methylsulfonyl)-acetophenone in a mixture of 25 ml. of ethanol and 10 ml. of water there is added portionwise with stirring over a period of 30 minutes 500 mg. of sodium borohydride. First the solution becomes clear, and after an additional 30 minutes of stirring, there crystallizes 4-[(2,4-diamino-5-pyrimidinyl)-methyl]-2,6-diethoxy-α-[(methylsulfonyl)-methyl]-benzyl alcohol, having a m.p. of 205°-206° after re... RXN SMILES: [CH3:9][CH:10]([CH2:11][CH2:12][Zn:13])[CH3:14].[CH:15](=[CH:16][C:17]([CH:18]=[CH:19][c:20]1[cH:21][cH:22][cH:23][cH:24][cH:25]1)=[O:26])[c:27]1[cH:28][cH:29][cH:30][cH:31][cH:32]1.[I:1][c:2]1[c:3]([Br:8])[cH:4][cH:5][cH:6][cH:7]1.[Pd:33]>>[c:2]1([CH2:12][CH2:11][CH:10]([CH3:9])[CH3:14])[c:3]([Br:8])[cH:4][cH:5][cH:6][cH:7]1. Yields the product CC(C)CCc1ccccc1Br. The reactants are CC(C)CC[Zn], O=C(C=Cc1ccccc1)C=Cc1ccccc1, Brc1ccccc1I, [Pd].